From a dataset of the Open Reaction Database (ORD), a public repository of structured organic reaction records. describe an organic reaction: reactants, conditions, products, and yield Reactants: C1CCOC1 (THF), CC1=C(C(=CC(=C1)C)C)[Mg]Br (2,4,6-trimethylphenylmagnesium bromide), CC1=C(C(=CC(=C1)C)C)[Mg]Br (2,4,6-trimethylphenylmagnesium bromide), BrCCCCCCCCCC (1-Bromodecane), C1CCOC1 (THF). Solvent: CCCCCC (hexane). Yields the product C(CCCCCCCCC)C1=C(C=C(C=C1C)C)C (1-Decyl-2,4,6-trimethylbenzene), liquid. Isolated yield 76.0%. As a reaction SMILES: Br[CH2:2][CH2:3][CH2:4][CH2:5][CH2:6][CH2:7][CH2:8][CH2:9][CH2:10][CH3:11].C1COCC1.[CH3:17][C:18]1[CH:23]=[C:22]([CH3:24])[CH:21]=[C:20]([CH3:25])[C:19]=1[Mg]Br>CCCCCC>[CH2:2]([C:19]1[C:20]([CH3:25])=[CH:21][C:22]([CH3:24])=[CH:23][C:18]=1[CH3:17])[CH2:3][CH2:4][CH2:5][CH2:6][CH2:7][CH2:8][CH2:9][CH2:10][CH3:11]. Reported procedure: 1-Bromodecane (110.8 mg, 0.5 mmol) and a THF solution (0.66 mL, 1.14 M, 0.75 mmol) of 2,4,6-trimethylphenylmagnesium bromide were used as starting materials, and reacted as in Entry 1. Conditions: The THF solution of 2,4,6-trimethylphenylmagnesium bromide was added dropwise at 40° C. over 3 hours. After thin-layer chromatography (hexane), the title compound was obtained as a colorless liquid (0.099 g, yield 76%). Starting materials: C1CCOC1, COc1ccc(NC(SC)=C2C(=O)OC(C)(C)OC2=O)cc1OC, CN, Cl[Hg]Cl. Product: CNC(Nc1ccc(OC)c(OC)c1)=C1C(=O)OC(C)(C)OC1=O. Reaction SMILES: [CH2:27]1[O:28][CH2:29][CH2:30][CH2:31]1.[CH3:1][O:2][c:3]1[cH:4][c:5]([NH:11][C:12](=[C:13]2[C:14](=[O:22])[O:15][C:16]([CH3:20])([CH3:21])[O:17][C:18]2=[O:19])[S:23][CH3:24])[cH:6][cH:7][c:8]1[O:9][CH3:10].[CH3:25][NH2:26].[Hg:32]([Cl:33])[Cl:34]>>[CH3:1][O:2][c:3]1[cH:4][c:5]([NH:11][C:12](=[C:13]2[C:14](=[O:22])[O:15][C:16]([CH3:20])([CH3:21])[O:17][C:18]2=[O:19])[NH:26][CH3:25])[cH:6][cH:7][c:8]1[O:9][CH3:10].